The task is: describe an organic reaction: reactants, conditions, products, and yield. This data is from the Open Reaction Database (ORD), a public repository of structured organic reaction records. The reactants are NC=1C=CC(=C(C1)N1N=C2CCCCC2=C1Cl)F (2-(5-amino-2-fluorophenyl)-3-chloro-4,5,6,7-tetrahydro-2H-indazole), [S-]C#N (thiocyanate). The product is halogen, NC=1SC2=C(N1)C=C(C(=C2)F)N2N=C1CCCCC1=C2Cl (2-(2-amino-6-fluorobenzothiazol-5-yl)-3-chloro-4,5,6,7-tetrahydro-2H-indazole). As a reaction SMILES: [NH2:1][C:2]1[CH:3]=[CH:4][C:5]([F:18])=[C:6]([N:8]2[C:16]([Cl:17])=[C:15]3[C:10]([CH2:11][CH2:12][CH2:13][CH2:14]3)=[N:9]2)[CH:7]=1.[S-:19][C:20]#[N:21]>>[NH2:21][C:20]1[S:19][C:3]2[CH:4]=[C:5]([F:18])[C:6]([N:8]3[C:16]([Cl:17])=[C:15]4[C:10]([CH2:11][CH2:12][CH2:13][CH2:14]4)=[N:9]3)=[CH:7][C:2]=2[N:1]=1. Procedure details: 2-(5-Amino-2-fluorophenyl)-3-chloro-4,5,6,7-tetrahydro-2H-indazole (IX) is reacted with a thiocyanate and then with a halogen to give 2-(2-amino-6-fluorobenzothiazol-5-yl)-3-chloro-4,5,6,7-tetrahydro-2H-indazole (X). The reactants are BrC=1C=C(C=NC1Cl)C(=O)O (5-bromo-6-chloro-3-pyridinecarboxylic acid), N[C@H]1[C@@H](CCCC1)O ((1R,2R)-2-amino-1-cyclohexanol), CC=1C(=NC=CC1)CO ((3-methyl-pyridin-2-yl)-methanol), FC1=CC=C(C=C1)B(O)O ((4-fluoro-phenyl)-boronic acid). The product is FC1=CC=C(C=C1)C=1C(=NC=C(C(=O)N[C@H]2[C@@H](CCCC2)O)C1)OCC1=NC=CC=C1C (5-(4-fluoro-phenyl)-N-((1R,2R)-2-hydroxy-cyclohexyl)-6-(3-methyl-pyridin-2-ylmethoxy)-nicotinamide). RXN SMILES: Br[C:2]1[CH:3]=[C:4]([C:9]([OH:11])=O)[CH:5]=[N:6][C:7]=1Cl.[CH3:12][C:13]1[C:14]([CH2:19][OH:20])=[N:15][CH:16]=[CH:17][CH:18]=1.[F:21][C:22]1[CH:27]=[CH:26][C:25](B(O)O)=[CH:24][CH:23]=1.[NH2:31][C@@H:32]1[CH2:37][CH2:36][CH2:35][CH2:34][C@H:33]1[OH:38]>>[F:21][C:22]1[CH:27]=[CH:26][C:25]([C:2]2[C:7]([O:20][CH2:19][C:14]3[C:13]([CH3:12])=[CH:18][CH:17]=[CH:16][N:15]=3)=[N:6][CH:5]=[C:4]([CH:3]=2)[C:9]([NH:31][C@@H:32]2[CH2:37][CH2:36][CH2:35][CH2:34][C@H:33]2[OH:38])=[O:11])=[CH:24][CH:23]=1. Procedure: The title compound was synthesized in analogy to Example 31, using 5-bromo-6-chloro-3-pyridinecarboxylic acid, (3-methyl-pyridin-2-yl)-methanol, (4-fluoro-phenyl)-boronic acid and ((1R,2R)-2-amino-1-cyclohexanol as starting materials to yield 5-(4-fluoro-phenyl)-N-((1R,2R)-2-hydroxy-cyclohexyl)-6-(3-methyl-pyridin-2-ylmethoxy)-nicotinamide, MS (ISP) 436.2 (M+H)+.